describe an organic reaction: reactants, conditions, products, and yield From a dataset of the Open Reaction Database (ORD), a public repository of structured organic reaction records. Starting materials: [Na] (sodium), ClC=1C=CC(=NC1)NN (5-chloro-2-hydrazinopyridine), C(C)OCCC#N (beta-ethoxypropionitrile). Solvent: C(C)O (ethanol). Yields the product NC1=NN(CC1)C1=NC=C(C=C1)Cl (3-Amino-1-(5-chloro-2-pyridyl)-2-pyrazoline). Reaction SMILES: [Na].[Cl:2][C:3]1[CH:4]=[CH:5][C:6]([NH:9][NH2:10])=[N:7][CH:8]=1.C(O[CH2:14][CH2:15][C:16]#[N:17])C>C(O)C>[NH2:17][C:16]1[CH2:15][CH2:14][N:9]([C:6]2[CH:5]=[CH:4][C:3]([Cl:2])=[CH:8][N:7]=2)[N:10]=1 |^1:0|. Procedure: A 0.08 g. amount of sodium metal is dissolved in 10 ml. of absolute ethanol, then 2.5 g. of 5-chloro-2-hydrazinopyridine is added, followed by 1.70 g. of beta-ethoxypropionitrile. The procedure of Example 1 is continued to give 1.40 g. of the product of the Example as yellow crystals, m.p. 203°-204.5° C.